From a dataset of the Open Reaction Database (ORD), a public repository of structured organic reaction records. describe an organic reaction: reactants, conditions, products, and yield Starting materials: CCCC(C)(C)C(=O)O, O=C(NCCC1CC1)c1ccc(N2CCNCC2)nn1. The product is CCCC(C)(C)C(=O)N1CCN(c2ccc(C(=O)NCCC3CC3)nn2)CC1. RXN SMILES: [CH3:1][C:2]([C:3](=[O:4])[OH:5])([CH2:6][CH2:7][CH3:8])[CH3:9].[CH:10]1([CH2:13][CH2:14][NH:15][C:16](=[O:17])[c:18]2[n:19][n:20][c:21]([N:24]3[CH2:25][CH2:26][NH:27][CH2:28][CH2:29]3)[cH:22][cH:23]2)[CH2:11][CH2:12]1>>[CH3:1][C:2]([C:3](=[O:5])[N:27]1[CH2:26][CH2:25][N:24]([c:21]2[n:20][n:19][c:18]([C:16]([NH:15][CH2:14][CH2:13][CH:10]3[CH2:11][CH2:12]3)=[O:17])[cH:23][cH:22]2)[CH2:29][CH2:28]1)([CH2:6][CH2:7][CH3:8])[CH3:9].